This data is from the Open Reaction Database (ORD), a public repository of structured organic reaction records. The task is: describe an organic reaction: reactants, conditions, products, and yield The reactants are ClC(Cl)Cl, O=[N+]([O-])O, Cc1cccc2c1C(=O)C(O)=CC2=O. The product is Cc1cccc2c1C(=O)C(O)=C([N+](=O)[O-])C2=O. Reaction SMILES: [CH:19]([Cl:20])([Cl:21])[Cl:22].[OH:15][N+:16]([O-:17])=[O:18].[OH:1][C:2]1=[CH:3][C:4](=[O:14])[c:5]2[cH:6][cH:7][cH:8][c:9]([CH3:13])[c:10]2[C:11]1=[O:12]>>[OH:1][C:2]1=[C:3]([N+:16](=[O:15])[O-:17])[C:4](=[O:14])[c:5]2[cH:6][cH:7][cH:8][c:9]([CH3:13])[c:10]2[C:11]1=[O:12]. Reactants: [BH4-], N#Cc1ccc(CC(NC(=O)CNC(=O)COc2ccc(C3C(SCC(=O)c4ccc(F)cc4)C(=O)N3c3ccc(F)cc3)cc2)C(=O)O)cc1, CC(=O)O, CO, [Na+]. Yields the product N#Cc1ccc(CC(NC(=O)CNC(=O)COc2ccc(C3C(SCC(O)c4ccc(F)cc4)C(=O)N3c3ccc(F)cc3)cc2)C(=O)O)cc1. RXN SMILES: [BH4-:52].[C:1](#[N:2])[c:3]1[cH:4][cH:5][c:6]([CH2:9][CH:10]([C:11](=[O:12])[OH:13])[NH:14][C:15]([CH2:16][NH:17][C:18]([CH2:19][O:20][c:21]2[cH:22][cH:23][c:24]([CH:27]3[N:28]([c:43]4[cH:44][cH:45][c:46]([F:49])[cH:47][cH:48]4)[C:29](=[O:42])[CH:30]3[S:31][CH2:32][C:33](=[O:34])[c:35]3[cH:36][cH:37][c:38]([F:41])[cH:39][cH:40]3)[cH:25][cH:26]2)=[O:50])=[O:51])[cH:7][cH:8]1.[CH3:54][C:55](=[O:56])[OH:57].[CH3:58][OH:59].[Na+:53]>>[C:1](#[N:2])[c:3]1[cH:4][cH:5][c:6]([CH2:9][CH:10]([C:11](=[O:12])[OH:13])[NH:14][C:15]([CH2:16][NH:17][C:18]([CH2:19][O:20][c:21]2[cH:22][cH:23][c:24]([CH:27]3[N:28]([c:43]4[cH:44][cH:45][c:46]([F:49])[cH:47][cH:48]4)[C:29](=[O:42])[CH:30]3[S:31][CH2:32][CH:33]([OH:34])[c:35]3[cH:36][cH:37][c:38]([F:41])[cH:39][cH:40]3)[cH:25][cH:26]2)=[O:50])=[O:51])[cH:7][cH:8]1. The reactants are C=CCOc1ccc(C(=O)c2ccccc2)cc1, O=C(c1ccccc1)c1ccc(O)cc1. The product is C=CCc1cc(C(=O)c2ccccc2)ccc1O. RXN SMILES: [CH2:16]([CH:17]=[CH2:18])[O:19][c:20]1[cH:21][cH:22][c:23]([C:24]([c:25]2[cH:26][cH:27][cH:28][cH:29][cH:30]2)=[O:31])[cH:32][cH:33]1.[OH:1][c:2]1[cH:3][cH:4][c:5]([C:6](=[O:7])[c:8]2[cH:9][cH:10][cH:11][cH:12][cH:13]2)[cH:14][cH:15]1>>[OH:1][c:2]1[cH:3][cH:4][c:5]([C:6](=[O:7])[c:8]2[cH:9][cH:10][cH:11][cH:12][cH:13]2)[cH:14][c:15]1[CH2:18][CH:17]=[CH2:16]. Reactants: C(C)(C)(C)C1=NOC(=C1)CC(=O)O (3(t-butyl)isoxazole-5-yl-acetic acid), S(=O)(Cl)Cl (thionylchloride). Run in ClC(Cl)(Cl)Cl (tetrachloromethane). The product is C(C)(C)(C)C1=NOC(=C1)CC(=O)Cl (3(t-butyl)isoxazole-5 yl acetylchloride). As a reaction SMILES: [C:1]([C:5]1[CH:9]=[C:8]([CH2:10][C:11]([OH:13])=O)[O:7][N:6]=1)([CH3:4])([CH3:3])[CH3:2].S(Cl)([Cl:16])=O>ClC(Cl)(Cl)Cl>[C:1]([C:5]1[CH:9]=[C:8]([CH2:10][C:11]([Cl:16])=[O:13])[O:7][N:6]=1)([CH3:4])([CH3:3])[CH3:2]. Procedure details: 5 mmoles of 3(t-butyl)isoxazole-5 yl acetylchloride were prepared from 3(t-butyl)isoxazole-5-yl-acetic acid and thionylchloride in tetrachloromethane.